This data is from the Open Reaction Database (ORD), a public repository of structured organic reaction records. The task is: describe an organic reaction: reactants, conditions, products, and yield Reactants: CO, CCOC(=O)c1coc(N2CCC(NC(=O)c3nc(Cl)c(CC)[nH]3)C(OC)C2)n1, [Li+], [OH-]. The product is CCc1[nH]c(C(=O)NC2CCN(c3nc(C(=O)O)co3)CC2OC)nc1Cl. RXN SMILES: [CH3:32][OH:33].[Cl:1][c:2]1[n:3][c:4]([C:9](=[O:10])[NH:11][CH:12]2[CH:13]([O:28][CH3:29])[CH2:14][N:15]([c:18]3[o:19][cH:20][c:21]([C:23](=[O:24])[O:25][CH2:26][CH3:27])[n:22]3)[CH2:16][CH2:17]2)[nH:5][c:6]1[CH2:7][CH3:8].[Li+:30].[OH-:31]>>[Cl:1][c:2]1[n:3][c:4]([C:9](=[O:10])[NH:11][CH:12]2[CH:13]([O:28][CH3:29])[CH2:14][N:15]([c:18]3[o:19][cH:20][c:21]([C:23](=[O:24])[OH:25])[n:22]3)[CH2:16][CH2:17]2)[nH:5][c:6]1[CH2:7][CH3:8].